From a dataset of the Open Reaction Database (ORD), a public repository of structured organic reaction records. describe an organic reaction: reactants, conditions, products, and yield Starting materials: Cc1c([N+](=O)[O-])cc([N+](=O)[O-])cc1[N+](=O)[O-], C1COCCO1, S. Yields the product Cc1c([N+](=O)[O-])cc(N)cc1[N+](=O)[O-]. As a reaction SMILES: [N+:1](=[O:2])([O-:3])[c:4]1[c:5]([CH3:16])[c:6]([N+:13](=[O:14])[O-:15])[cH:7][c:8]([N+:10]([O-:11])=[O:12])[cH:9]1.[O:18]1[CH2:19][CH2:20][O:21][CH2:22][CH2:23]1.[SH2:17]>>[N+:1](=[O:2])([O-:3])[c:4]1[c:5]([CH3:16])[c:6]([N+:13](=[O:14])[O-:15])[cH:7][c:8]([NH2:10])[cH:9]1. Starting materials: [N+](=O)([O-])C1=CC2=C(NC(O2)=O)C=C1 (6-Nitro-3H-benzooxazol-2-one), [Sn] (Tin). Solvent: Cl (hydrochloric acid), O (water). Yields the product NC1=CC2=C(NC(O2)=O)C=C1 (6-Amino-3H-benzooxazol-2-one). Isolated yield 35.5%. As a reaction SMILES: [N+:1]([C:4]1[CH:13]=[CH:12][C:7]2[NH:8][C:9](=[O:11])[O:10][C:6]=2[CH:5]=1)([O-])=O.[Sn]>Cl.O>[NH2:1][C:4]1[CH:13]=[CH:12][C:7]2[NH:8][C:9](=[O:11])[O:10][C:6]=2[CH:5]=1 |^3:13|. Procedure: A solution of 6-Nitro-3H-benzooxazol-2-one (8.4 grams, 46.0 mmole) and Tin (16.0 g) in concentrated hydrochloric acid (100 ml) was stirred at 60° C. for 2 hours. The mixture was diluted with water, basified to pH 12 and extracted with ethyl acetate. The combined extracts were dried over Na2SO4, filtered, and concentrated to give an orange solid (2.45 g). MW 150; MS (m/e) 151 (M++1). Reactants: [Ba+2], CO, COc1ccc(Cl)cc1C(=O)NCCc1ccc(C=CC(=O)O)cc1, [Pd+2], O=S(=O)([O-])[O-], O=S(=O)([O-])[O-]. Yields the product COc1ccc(Cl)cc1C(=O)NCCc1ccc(CCC(=O)O)cc1. RXN SMILES: [Ba+2:33].[CH3:26][OH:27].[Cl:1][c:2]1[cH:3][cH:4][c:5]([O:24][CH3:25])[c:6]([C:7](=[O:8])[NH:9][CH2:10][CH2:11][c:12]2[cH:13][cH:14][c:15]([CH:16]=[CH:17][C:18](=[O:19])[OH:20])[cH:21][cH:22]2)[cH:23]1.[Pd+2:34].[S:28]([O-:29])([O-:30])(=[O:31])=[O:32].[S:35]([O-:36])([O-:37])(=[O:38])=[O:39]>>[Cl:1][c:2]1[cH:3][cH:4][c:5]([O:24][CH3:25])[c:6]([C:7](=[O:8])[NH:9][CH2:10][CH2:11][c:12]2[cH:13][cH:14][c:15]([CH2:16][CH2:17][C:18](=[O:19])[OH:20])[cH:21][cH:22]2)[cH:23]1.